Dataset: the Open Reaction Database (ORD), a public repository of structured organic reaction records. Task: describe an organic reaction: reactants, conditions, products, and yield Starting materials: CC(C)(C)OC(=O)Nc1ccccc1NC(=O)c1ccc(-c2ncccc2C#N)cc1, C1COCCO1, Cl. The product is N#Cc1cccnc1-c1ccc(C(=O)Nc2ccccc2N)cc1. RXN SMILES: [C:1]([O:2][C:3](=[O:4])[NH:8][c:9]1[c:10]([NH:15][C:16]([c:17]2[cH:18][cH:19][c:20](-[c:23]3[n:24][cH:25][cH:26][cH:27][c:28]3[C:29]#[N:30])[cH:21][cH:22]2)=[O:31])[cH:11][cH:12][cH:13][cH:14]1)([CH3:5])([CH3:6])[CH3:7].[CH2:33]1[O:34][CH2:35][CH2:36][O:37][CH2:38]1.[ClH:32]>>[NH2:8][c:9]1[c:10]([NH:15][C:16]([c:17]2[cH:18][cH:19][c:20](-[c:23]3[n:24][cH:25][cH:26][cH:27][c:28]3[C:29]#[N:30])[cH:21][cH:22]2)=[O:31])[cH:11][cH:12][cH:13][cH:14]1. Reactants: CCCCCCCN=C=O, CN(C)c1ccc(NC(=O)c2ccccc2N)cc1, ClCCl. The product is CCCCCCCNC(=O)Nc1ccccc1C(=O)Nc1ccc(N(C)C)cc1. Reaction SMILES: [CH2:20]([CH2:21][CH2:22][CH2:23][CH2:24][CH2:25][CH3:26])[N:27]=[C:28]=[O:29].[CH3:1][N:2]([c:3]1[cH:4][cH:5][c:6]([NH:9][C:10]([c:11]2[c:12]([NH2:17])[cH:13][cH:14][cH:15][cH:16]2)=[O:18])[cH:7][cH:8]1)[CH3:19].[Cl:30][CH2:31][Cl:32]>>[CH3:1][N:2]([c:3]1[cH:4][cH:5][c:6]([NH:9][C:10]([c:11]2[c:12]([NH:17][C:28]([NH:27][CH2:20][CH2:21][CH2:22][CH2:23][CH2:24][CH2:25][CH3:26])=[O:29])[cH:13][cH:14][cH:15][cH:16]2)=[O:18])[cH:7][cH:8]1)[CH3:19]. Starting materials: CCOC(C)=O, CC1Cc2cc(F)ccc2C1=O, c1c[nH]cn1. The product is CC1Cc2cc(-n3ccnc3)ccc2C1=O. RXN SMILES: [CH3:18][CH2:19][O:20][C:21](=[O:22])[CH3:23].[F:1][c:2]1[cH:3][c:4]2[c:8]([cH:9][cH:10]1)[C:7](=[O:11])[CH:6]([CH3:12])[CH2:5]2.[nH:13]1[cH:14][n:15][cH:16][cH:17]1>>[c:2]1(-[n:13]2[cH:14][n:15][cH:16][cH:17]2)[cH:3][c:4]2[c:8]([cH:9][cH:10]1)[C:7](=[O:11])[CH:6]([CH3:12])[CH2:5]2. Run at temperature 0 celsius, time 30 minute. Yields the product C(C)OC1=CC=2C=C3N(C2C=C1)CCC3 (6-Ethoxy-2,3-dihydro-1H-3a-aza-cyclopenta[a]indene). Reported procedure: a solution of 64.00 g 2,3-dihydro-1H-3a-aza-cyclopenta[a]inden-6-ol in 240 mL N,N-dimethylformamide was added over 10 min to a cooled (0° C.) suspension of 17.73 g (0.406 mol) sodium hydride (55% in oil) in 400 mL N,N-dimethylformamide. The mixture was stirred at 0° C. for 30 min. To the resulting mixture was added 32.84 mL (63.39 g, 0.406mol) ethyl iodide dropwise over 10 min. The mixture was stirred at room temperature for 1 h. The mixture was partitioned between ice-water and ethyl acetate. T... As a reaction SMILES: [CH2:1]1[C:5]2=[CH:6][C:7]3[CH:8]=[C:9]([OH:13])[CH:10]=[CH:11][C:12]=3[N:4]2[CH2:3][CH2:2]1.[H-].[Na+].[CH2:16](I)[CH3:17]>CN(C)C=O>[CH2:16]([O:13][C:9]1[CH:10]=[CH:11][C:12]2[N:4]3[CH2:3][CH2:2][CH2:1][C:5]3=[CH:6][C:7]=2[CH:8]=1)[CH3:17] |f:1.2|. The solvent is CN(C=O)C (N,N-dimethylformamide), CN(C=O)C (N,N-dimethylformamide). The reactants are [H-].[Na+] (sodium hydride), C1CCN2C1=CC=1C=C(C=CC21)O (2,3-dihydro-1H-3a-aza-cyclopenta[a]inden-6-ol), C(C)I (ethyl iodide). Isolated yield 89.3%. The reactants are CC(C)=O, O=C(Cl)c1cn2nc(Cl)ccc2n1, [N-]=[N+]=[N-], [Na+], [Na+], O=C([O-])O. Product: [N-]=[N+]=NC(=O)c1cn2nc(Cl)ccc2n1. As a reaction SMILES: [CH3:23][C:24](=[O:25])[CH3:26].[Cl:1][c:2]1[cH:3][cH:4][c:5]2[n:6]([n:7]1)[cH:8][c:9]([C:11](=[O:12])[Cl:13])[n:10]2.[N-:15]=[N+:16]=[N-:17].[Na+:14].[Na+:22].[O-:18][C:19]([OH:20])=[O:21]>>[Cl:1][c:2]1[cH:3][cH:4][c:5]2[n:6]([n:7]1)[cH:8][c:9]([C:11](=[O:12])[N:15]=[N+:16]=[N-:17])[n:10]2. Reactants: C(CCC)[Li] (n-butyllithium), P(=O)(OCC)(OCC)Cl (diethyl chlorophosphate), C([O-])(O)=O.[Na+] (sodium bicarbonate), C(CC#C)OC1OCCCC1 (tetrahydro-2-(3-butynyloxy)2H-pyran). The solvent is O1CCCC1 (tetrahydrofuran), O1CCCC1 (tetrahydrofuran), O1CCCC1 (tetrahydrofuran). Conditions: time 30 minute. The product is O1C(CCCC1)OCCC#CP(OCC)(OCC)=O ([4-[(Tetrahydro-2H-pyran2-yl)oxy]-1-butynyl]-phosphonic acid, diethyl ester). RXN SMILES: [CH2:1]([O:5][CH:6]1[CH2:11][CH2:10][CH2:9][CH2:8][O:7]1)[CH2:2][C:3]#[CH:4].C([Li])CCC.[P:17](Cl)([O:22][CH2:23][CH3:24])([O:19][CH2:20][CH3:21])=[O:18].C(=O)(O)[O-].[Na+]>O1CCCC1>[O:7]1[CH2:8][CH2:9][CH2:10][CH2:11][CH:6]1[O:5][CH2:1][CH2:2][C:3]#[C:4][P:17](=[O:18])([O:22][CH2:23][CH3:24])[O:19][CH2:20][CH3:21] |f:3.4|. Reported procedure: A solution of tetrahydro-2-(3-butynyloxy)2H-pyran (20 g, 0.13 mol) in anhydrous tetrahydrofuran (200 ml) is cooled in a dry ice-acetone bath and treated dropwise with n-butyllithium (2.5M in hexane, 0.13 mol) in tetrahydrofuran (20 ml). The anion is stirred for 30 minutes and treated with diethyl chlorophosphate in tetrahydrofuran added via a slow stream. The reaction mixture is stirred 15 minutes and then warmed to room temperature overnight. A saturated aqueous solution of sodium bicarbonate (... The reactants are C(CC(O)(C(=O)O)CC(=O)O)(=O)O (citric acid), C(C)(=O)O (acetic acid), C(\C=C/C(=O)O)(=O)O (maleic acid), C(C(O)C(O)C(=O)O)(=O)O (tartaric acid). Yields the product COC(=O)OC(=O)OC (DMDC). Reaction SMILES: [C:1]([OH:13])(=[O:12])CC(CC(O)=O)(C(O)=O)O.[C:14]([OH:21])(=[O:20])/C=C\C(O)=O.C(O)(=O)[CH:23](C(C(O)=O)O)[OH:24].[C:32](O)(=O)C>>[CH3:23][O:24][C:14]([O:21][C:1]([O:13][CH3:32])=[O:12])=[O:20]. Reported procedure: To each pharmaceutical composition (500 mg) of DMDC 2H2O packed in vials or ampoules in Examples 3 to 8 was added 10 ml of 1 w/v % aqueous lactic acid for dissolution to give injections of DMDC 2H2O. The same procedure was repeated using 3 w/v % aqueous citric acid, 5 w/v % aqueous maleic acid, 6 w/v % aqueous tartaric acid or 10 w/v % aqueous acetic acid to give injections of DMDC 2H2O. Reactants: CCCCC([Sn])=C(CCCC)CCCC, Cc1ccccc1, Clc1cccc(-c2nn3c(c2-c2ccnc4ccccc24)CCC3)n1, [Pd], c1ccc(P(c2ccccc2)c2ccccc2)cc1, c1ccc(P(c2ccccc2)c2ccccc2)cc1, c1ccc(P(c2ccccc2)c2ccccc2)cc1, c1ccc(P(c2ccccc2)c2ccccc2)cc1. The product is C=Cc1cccc(-c2nn3c(c2-c2ccnc4ccccc24)CCC3)n1. As a reaction SMILES: [CH2:1]([CH2:2][CH2:14][CH3:15])[C:3]([Sn:4])=[C:5]([CH2:6][CH2:7][CH2:8][CH3:9])[CH2:10][CH2:11][CH2:12][CH3:13].[CH3:41][c:42]1[cH:43][cH:44][cH:45][cH:46][cH:47]1.[Cl:16][c:17]1[cH:18][cH:19][cH:20][c:21](-[c:23]2[c:24](-[c:31]3[cH:32][cH:33][n:34][c:35]4[cH:36][cH:37][cH:38][cH:39][c:40]34)[c:25]3[n:26]([n:27]2)[CH2:28][CH2:29][CH2:30]3)[n:22]1.[Pd:48].[c:106]1([P:107]([c:108]2[cH:109][cH:110][cH:111][cH:112][cH:113]2)[c:114]2[cH:115][cH:116][cH:117][cH:118][cH:119]2)[cH:120][cH:121][cH:122][cH:123][cH:124]1.[c:49]1([P:50]([c:51]2[cH:52][cH:53][cH:54][cH:55][cH:56]2)[c:57]2[cH:58][cH:59][cH:60][cH:61][cH:62]2)[cH:63][cH:64][cH:65][cH:66][cH:67]1.[c:68]1([P:69]([c:70]2[cH:71][cH:72][cH:73][cH:74][cH:75]2)[c:76]2[cH:77][cH:78][cH:79][cH:80][cH:81]2)[cH:82][cH:83][cH:84][cH:85][cH:86]1.[c:87]1([P:88]([c:89]2[cH:90][cH:91][cH:92][cH:93][cH:94]2)[c:95]2[cH:96][cH:97][cH:98][cH:99][cH:100]2)[cH:101][cH:102][cH:103][cH:104][cH:105]1>>[CH:1](=[CH2:2])[c:17]1[cH:18][cH:19][cH:20][c:21](-[c:23]2[c:24](-[c:31]3[cH:32][cH:33][n:34][c:35]4[cH:36][cH:37][cH:38][cH:39][c:40]34)[c:25]3[n:26]([n:27]2)[CH2:28][CH2:29][CH2:30]3)[n:22]1. Starting materials: COc1ccc(F)cc1Br, [Li]CCCC, CCOC(=O)N1CCC(=O)CC1, CCOC(C)=O, C1CCOC1, O. The product is CCOC(=O)N1CCC(O)(c2cc(F)ccc2OC)CC1. RXN SMILES: [Br:1][c:2]1[c:3]([O:9][CH3:10])[cH:4][cH:5][c:6]([F:8])[cH:7]1.[CH2:16]([Li:17])[CH2:18][CH2:19][CH3:20].[CH2:21]([CH3:22])[O:23][C:24](=[O:25])[N:26]1[CH2:27][CH2:28][C:29](=[O:32])[CH2:30][CH2:31]1.[CH3:33][CH2:34][O:35][C:36](=[O:37])[CH3:38].[O:11]1[CH2:12][CH2:13][CH2:14][CH2:15]1.[OH2:39]>>[c:2]1([C:29]2([OH:32])[CH2:28][CH2:27][N:26]([C:24]([O:23][CH2:21][CH3:22])=[O:25])[CH2:31][CH2:30]2)[c:3]([O:9][CH3:10])[cH:4][cH:5][c:6]([F:8])[cH:7]1.